From a dataset of the Open Reaction Database (ORD), a public repository of structured organic reaction records. describe an organic reaction: reactants, conditions, products, and yield Starting materials: C(C1=CC=CC=C1)O[C@@H]1[C@@]2(CO[C@]([C@@H]([C@H]1OCC1=CC=CC=C1)OCC1=CC=CC=C1)(O2)C2=CC(=C(C=C2)Cl)CC2=CC=C(C=C2)OCC)CO ([(1S,2S,3S,4R,5S)-2,3,4-tribenzyloxy-5-[4-chloro-3-[(4-ethoxyphenyl)methyl]phenyl]-6,8-dioxabicyclo[3.2.1]octan-1-yl]methanol), I(=O)(=O)C1=C(C(=O)O)C=CC=C1 (2-iodoxybenzoicacid). Run in ClCCl (dichloromethane). Conditions: temperature 45 celsius. The product is C(C1=CC=CC=C1)O[C@@H]1[C@@]2(CO[C@]([C@@H]([C@H]1OCC1=CC=CC=C1)OCC1=CC=CC=C1)(O2)C2=CC(=C(C=C2)Cl)CC2=CC=C(C=C2)OCC)C=O ((1S,2S,3S,4R,5S)-2,3,4-tribenzyloxy-5-[4-chloro-3-[(4-ethoxyphenyl)methyl]phenyl]-6,8-dioxabicyclo[3.2.1]octane-1-carbaldehyde). Yield: 58.0%. RXN SMILES: [CH2:1]([O:8][C@H:9]1[C@H:15]([O:16][CH2:17][C:18]2[CH:23]=[CH:22][CH:21]=[CH:20][CH:19]=2)[C@@H:14]([O:24][CH2:25][C:26]2[CH:31]=[CH:30][CH:29]=[CH:28][CH:27]=2)[C@:13]2([C:33]3[CH:38]=[CH:37][C:36]([Cl:39])=[C:35]([CH2:40][C:41]4[CH:46]=[CH:45][C:44]([O:47][CH2:48][CH3:49])=[CH:43][CH:42]=4)[CH:34]=3)[O:32][C@@:10]1([CH2:50][OH:51])[CH2:11][O:12]2)[C:2]1[CH:7]=[CH:6][CH:5]=[CH:4][CH:3]=1.I(C1C=CC=CC=1C(O)=O)(=O)=O>ClCCl>[CH2:1]([O:8][C@H:9]1[C@H:15]([O:16][CH2:17][C:18]2[CH:19]=[CH:20][CH:21]=[CH:22][CH:23]=2)[C@@H:14]([O:24][CH2:25][C:26]2[CH:31]=[CH:30][CH:29]=[CH:28][CH:27]=2)[C@:13]2([C:33]3[CH:38]=[CH:37][C:36]([Cl:39])=[C:35]([CH2:40][C:41]4[CH:42]=[CH:43][C:44]([O:47][CH2:48][CH3:49])=[CH:45][CH:46]=4)[CH:34]=3)[O:32][C@@:10]1([CH:50]=[O:51])[CH2:11][O:12]2)[C:2]1[CH:7]=[CH:6][CH:5]=[CH:4][CH:3]=1. Procedure details: To a solution of [(1S,2S,3S,4R,5S)-2,3,4-tribenzyloxy-5-[4-chloro-3-[(4-ethoxyphenyl)methyl]phenyl]-6,8-dioxabicyclo[3.2.1]octan-1-yl]methanol 1j (8.53 g, 12.08 mmol) in dichloromethane (350 mL) was added 2-iodoxybenzoicacid (6.77 g, 24.2 mmol) at room temperature. The mixture was refluxed at 45° C. for 36 hours and quenched with 150 mL of water. The mixture was partitioned between dichloromethane and water. The organic layer was washed with saturated aqueous sodium chloride (150 mL×2), dried ov... The product is CC1=C(C=CC(=C1)C)N1CCN(CC1)C(=O)C1=CC=C(C=C1)N1S(CC1)(=O)=O ([4-(2,4-dimethylphenyl)piperazin-1-yl][4-(1,1-dioxo-1λ6-[1, 2]thiazetidin-2-yl)phenyl]methanone). RXN SMILES: [CH3:1][C:2]1[CH:7]=[C:6]([CH3:8])[CH:5]=[CH:4][C:3]=1[N:9]1[CH2:14][CH2:13][N:12]([C:15]([C:17]2[CH:22]=[CH:21][C:20](I)=[CH:19][CH:18]=2)=[O:16])[CH2:11][CH2:10]1.[S:24]1(=[O:29])(=[O:28])[CH2:27][CH2:26][NH:25]1>>[CH3:1][C:2]1[CH:7]=[C:6]([CH3:8])[CH:5]=[CH:4][C:3]=1[N:9]1[CH2:14][CH2:13][N:12]([C:15]([C:17]2[CH:22]=[CH:21][C:20]([N:25]3[CH2:26][CH2:27][S:24]3(=[O:29])=[O:28])=[CH:19][CH:18]=2)=[O:16])[CH2:11][CH2:10]1. Starting materials: CC1=C(C=CC(=C1)C)N1CCN(CC1)C(=O)C1=CC=C(C=C1)I ([4-(2,4-dimethylphenyl)piperazin-1-yl](4-iodophenyl)methanone), S1(NCC1)(=O)=O ([1,2]thiazetidine 1,1-dioxide). Isolated yield 7.5%. Reported procedure: Using [4-(2,4-dimethylphenyl)piperazin-1-yl](4-iodophenyl)methanone (210 mg) described in Preparation Example 108 and [1,2]thiazetidine 1,1-dioxide (54 mg) and by the reaction and treatment in the same manner as in Example 536, the title compound (15 mg) was obtained. RXN SMILES: [BrH:26].[CH2:1]([c:2]1[cH:3][cH:4][cH:5][cH:6][cH:7]1)[n:8]1[cH:9][n:10][c:11]2[n:12][c:13](-[c:18]3[cH:19][c:20]([O:24][CH3:25])[cH:21][cH:22][cH:23]3)[nH:14][c:15](=[O:17])[c:16]12.[CH3:27][C:28](=[O:29])[OH:30]>>[CH2:1]([c:2]1[cH:3][cH:4][cH:5][cH:6][cH:7]1)[n:8]1[cH:9][n:10][c:11]2[n:12][c:13](-[c:18]3[cH:19][c:20]([OH:24])[cH:21][cH:22][cH:23]3)[nH:14][c:15](=[O:17])[c:16]12. The reactants are Br, COc1cccc(-c2nc3ncn(Cc4ccccc4)c3c(=O)[nH]2)c1, CC(=O)O. Product: O=c1[nH]c(-c2cccc(O)c2)nc2ncn(Cc3ccccc3)c12. Starting materials: CC(N)CC1=CNC2=CC=CC=C12 (α-methyl tryptamine), BrCC(C(=O)OCCC)=O (n-propyl 3-bromopyruvate). Product: C(CC)OC(=O)C1=CNC(CC2=C1NC=1C=CC=CC21)C (2-Methyl-1,2,3,6-tetrahydroazepino[4,5-b]indole-5-carboxylic acid n-propyl ester). As a reaction SMILES: [CH3:1][CH:2]([CH2:4][C:5]1[C:13]2[C:8](=[CH:9][CH:10]=[CH:11][CH:12]=2)[NH:7][CH:6]=1)[NH2:3].Br[CH2:15][C:16](=O)[C:17]([O:19][CH2:20][CH2:21][CH3:22])=[O:18]>>[CH2:20]([O:19][C:17]([C:16]1[C:6]2[NH:7][C:8]3[CH:9]=[CH:10][CH:11]=[CH:12][C:13]=3[C:5]=2[CH2:4][CH:2]([CH3:1])[NH:3][CH:15]=1)=[O:18])[CH2:21][CH3:22]. Reported procedure: 2-Methyl-1,2,3,6-tetrahydroazepino[4,5-b]indole-5-carboxylic acid n-propyl ester was prepared in the manner described in Example 1A using α-methyl tryptamine and n-propyl 3-bromopyruvate; MS (ESI): 285 (MH+). Starting materials: C([O-])([O-])=O.[K+].[K+] (potassium carbonate), C(C)(=O)[O-].C(C)(=O)[O-].C(C)(=O)[O-].C(C)(=O)[O-].[Pb+4] (lead tetraacetate), mercuric diacetate, BrC=1C=CC(=C(C1)B(O)O)Cl (5-Bromo-2-chlorophenylboronic acid). Reaction conditions: temperature 40 celsius. The product is C(C)(=O)[O-].C(C)(=O)[O-].C(C)(=O)[O-].BrC=1C=CC(=C(C1)[Pb+3])Cl (5-bromo-2-chlorophenyllead triacetate). The yield is 82.3%. RXN SMILES: [C:1]([O-:4])(=[O:3])[CH3:2].[C:5]([O-:8])(=[O:7])[CH3:6].[C:9]([O-:12])(=[O:11])[CH3:10].C([O-])(=O)C.[Pb+4:17].[Br:18][C:19]1[CH:20]=[CH:21][C:22]([Cl:28])=[C:23](B(O)O)[CH:24]=1.C(=O)([O-])[O-].[K+].[K+]>>[C:1]([O-:4])(=[O:3])[CH3:2].[C:5]([O-:8])(=[O:7])[CH3:6].[C:9]([O-:12])(=[O:11])[CH3:10].[Br:18][C:19]1[CH:20]=[CH:21][C:22]([Cl:28])=[C:23]([Pb+3:17])[CH:24]=1 |f:0.1.2.3.4,6.7.8,9.10.11.12|. Procedure details: To a mixture of lead tetraacetate (1.46 g, 3.3 mmol) and mercuric diacetate (42 mg, 0.13 mmol), thoroughly flushed with nitrogen, is added anhydrous chloroform (2.5 ml) is introduced and the reaction mixture is stirred and heated to 40° C. 5-Bromo-2-chlorophenylboronic acid (0.62 g, 2.6 mmol) is added in one portion, and the reaction mixture is stirred at 40° C. for 4 hours. After cooling to room temperature potassium carbonate (0.18 g) is added, the mixture stirred vigorously for 5 minutes and ... Starting materials: CN(N)C (N,N-dimethylhydrazine), BrC1=CC=C(C=C1)CC1C(CCCC1)=O (2-[(4-bromophenyl)methyl]-cyclohexanone). Solvent: CCO (EtOH). Yields the product CN(N=C1C(CCCC1)CC1=CC=C(C=C1)Br)C (2-[(4-bromophenyl)methyl]-cyclohexanone dimethylhydrazone). RXN SMILES: [CH3:1][N:2]([CH3:4])[NH2:3].[Br:5][C:6]1[CH:11]=[CH:10][C:9]([CH2:12][CH:13]2[CH2:18][CH2:17][CH2:16][CH2:15][C:14]2=O)=[CH:8][CH:7]=1>CCO>[CH3:1][N:2]([CH3:4])[N:3]=[C:14]1[CH2:15][CH2:16][CH2:17][CH2:18][CH:13]1[CH2:12][C:9]1[CH:8]=[CH:7][C:6]([Br:5])=[CH:11][CH:10]=1. Procedure: Anhydrous N,N-dimethylhydrazine (17 ml) (3,7 eq.) was quickly poured in a solution of 2-[(4-bromophenyl)methyl]-cyclohexanone (16 g) (0.06 mol) in EtOH (200 ml). The reaction mixture was refluxed for 10 h, then concentrated to dryness. The residue was partitioned between tBuOMe and water, the organic phase washed twice with water, dried over magnesium sulfate and concentrated to yield 2-[(4-bromophenyl)methyl]-cyclohexanone dimethylhydrazone (16 g) as a yellow oil. 1H NMR (CDCl3): 7.35 (2H, d), ... Reactants: FC1=CC=C(N)C=C1 (4-fluoroaniline), three, O.O.O.C(C)(=O)[O-].[Na+] (sodium acetate trihydrate), [OH-].[NH4+] (ammonium hydroxide), C(=O)=O.CC(=O)C (dry-ice acetone), [BH4-].[Na+] (sodium borohydride), CC(=O)C (acetone). Solvent: C(C)O (ethanol), C(C)(=O)O (acetic acid), C(C)O (ethanol), C(C)(=O)O (acetic acid). The product is FC1=CC=C(C=C1)NCCC (4-Fluoro-N-Propylbenzenamine). Isolated yield 91.9%. As a reaction SMILES: [F:1][C:2]1[CH:8]=[CH:7][C:5]([NH2:6])=[CH:4][CH:3]=1.[CH3:9][C:10]([CH3:12])=O.O.O.O.C([O-])(=O)C.[Na+].C(=O)=O.CC(C)=O.[BH4-].[Na+].[OH-].[NH4+]>C(O)C.C(O)(=O)C>[F:1][C:2]1[CH:8]=[CH:7][C:5]([NH:6][CH2:9][CH2:10][CH3:12])=[CH:4][CH:3]=1 |f:2.3.4.5.6,7.8,9.10,11.12|. Procedure: A 3 L three neck round bottom flask equipped with a nitrogen inlet, a thermometer, an overhead stirrer and a solid addition funnel was charged with 250 mL acetic acid, 50 mL absolute ethanol and 29.5 g (0.27 mol) of 4-fluoroaniline. To this mixture was added acetone (23 mL, 6.31 mol) in one portion followed by the portion-wise addition of sodium acetate trihydrate over 5 min. This vigorously stirred mixture was cooled to 0° C. (dry-ice/acetone) and 4.5 g of sodium borohydride (1.2 mol) was added...